Dataset: the Open Reaction Database (ORD), a public repository of structured organic reaction records. Task: describe an organic reaction: reactants, conditions, products, and yield The reactants are CC(=O)OCC(OC(C)=O)C(OC(C)=O)C(OC(C)=O)C(OC(C)=O)C(=O)NCC1OC(O)(Cc2ccccc2)C(NC(=O)OCc2ccccc2)C(OC(C)=O)C1OC(C)=O, C1COCCO1. Reaction SMILES: [CH2:1]([c:2]1[cH:3][cH:4][cH:5][cH:6][cH:7]1)[C:8]1([OH:9])[CH:10]([NH:52][C:53]([O:54][CH2:55][c:56]2[cH:57][cH:58][cH:59][cH:60][cH:61]2)=[O:62])[CH:11]([O:12][C:13]([CH3:14])=[O:15])[CH:16]([O:17][C:18]([CH3:19])=[O:20])[CH:21]([CH2:23][NH:24][C:25](=[O:26])[CH:27]([O:28][C:29]([CH3:30])=[O:31])[CH:32]([O:33][C:34]([CH3:35])=[O:36])[CH:37]([O:38][C:39]([CH3:40])=[O:41])[CH:42]([O:43][C:44]([CH3:45])=[O:46])[CH2:47][O:48][C:49]([CH3:50])=[O:51])[O:22]1.[O:63]1[CH2:64][CH2:65][O:66][CH2:67][CH2:68]1>>[CH2:1]([c:2]1[cH:3][cH:4][cH:5][cH:6][cH:7]1)[C:8]1([OH:9])[CH:10]([NH2:52])[CH:11]([O:12][C:13]([CH3:14])=[O:15])[CH:16]([O:17][C:18]([CH3:19])=[O:20])[CH:21]([CH2:23][NH:24][C:25](=[O:26])[CH:27]([O:28][C:29]([CH3:30])=[O:31])[CH:32]([O:33][C:34]([CH3:35])=[O:36])[CH:37]([O:38][C:39]([CH3:40])=[O:41])[CH:42]([O:43][C:44]([CH3:45])=[O:46])[CH2:47][O:48][C:49]([CH3:50])=[O:51])[O:22]1. Yields the product CC(=O)OCC(OC(C)=O)C(OC(C)=O)C(OC(C)=O)C(OC(C)=O)C(=O)NCC1OC(O)(Cc2ccccc2)C(N)C(OC(C)=O)C1OC(C)=O. Conditions: time 4 hour. As a reaction SMILES: C(=O)([O-])[O-].[K+].[K+].C([O:10][C:11]1[C:16]([CH:17]2[CH2:19][CH2:18]2)=[CH:15][CH:14]=[CH:13][C:12]=1[Br:20])(=O)C.O.Cl>CO>[Br:20][C:12]1[CH:13]=[CH:14][CH:15]=[C:16]([CH:17]2[CH2:18][CH2:19]2)[C:11]=1[OH:10] |f:0.1.2|. Solvent: CO (methanol). The yield is 55.4%. Procedure: Potassium carbonate (276 mg, 2.00 mmol) was added to a solution of 2-bromo-6-cyclopropylphenyl acetate (316 mg, purity: 80%, 1.00 mmol) in methanol (2 ml), and the mixture was stirred at room temperature for 4 hours. After water (15 ml) and 4M hydrochloric acid (15 ml) were added to the reaction mixture, the mixture was extracted with ethyl acetate. The organic layer was combined, washed with a saturated aqueous NaCl solution, followed by drying with anhydrous sodium sulfate. After the solid was... Starting materials: C([O-])([O-])=O.[K+].[K+] (Potassium carbonate), C(C)(=O)OC1=C(C=CC=C1C1CC1)Br (2-bromo-6-cyclopropylphenyl acetate), O (water), Cl (hydrochloric acid). Product: BrC1=C(C(=CC=C1)C1CC1)O (2-bromo-6-cyclopropylphenol). Reactants: O=C(c1cc(Br)ccc1O)c1ncccc1C1OCCO1, CC(C)(C)ON, C1CCNC1, CCCO, Cl. Product: CC(C)(C)ON=C(c1cc(Br)ccc1O)c1ncccc1C1OCCO1. RXN SMILES: [Br:1][c:2]1[cH:3][cH:4][c:5]([OH:21])[c:6]([C:7](=[O:8])[c:9]2[n:10][cH:11][cH:12][cH:13][c:14]2[CH:15]2[O:16][CH2:17][CH2:18][O:19]2)[cH:20]1.[C:23]([CH3:24])([CH3:25])([CH3:26])[O:27][NH2:28].[CH2:29]1[CH2:30][NH:31][CH2:32][CH2:33]1.[CH2:34]([OH:35])[CH2:36][CH3:37].[ClH:22]>>[Br:1][c:2]1[cH:3][cH:4][c:5]([OH:21])[c:6]([C:7]([c:9]2[n:10][cH:11][cH:12][cH:13][c:14]2[CH:15]2[O:16][CH2:17][CH2:18][O:19]2)=[N:28][O:27][C:23]([CH3:24])([CH3:25])[CH3:26])[cH:20]1. The reactants are CCNC(=O)Nc1ccc(-c2nc3c(c(N4CCOCC4CC)n2)CCN(C(C)=O)C3)cc1, Cl, [Na+], C1CCOC1, [OH-]. Yields the product CCNC(=O)Nc1ccc(-c2nc3c(c(N4CCOCC4CC)n2)CCN(CC)C3)cc1. RXN SMILES: [C:1]([CH3:2])(=[O:3])[N:4]1[CH2:5][c:6]2[n:7][c:8](-[c:22]3[cH:23][cH:24][c:25]([NH:28][C:29](=[O:30])[NH:31][CH2:32][CH3:33])[cH:26][cH:27]3)[n:9][c:10]([N:14]3[CH:15]([CH2:20][CH3:21])[CH2:16][O:17][CH2:18][CH2:19]3)[c:11]2[CH2:12][CH2:13]1.[ClH:34].[Na+:36].[O:37]1[CH2:38][CH2:39][CH2:40][CH2:41]1.[OH-:35]>>[CH2:1]([CH3:2])[N:4]1[CH2:5][c:6]2[n:7][c:8](-[c:22]3[cH:23][cH:24][c:25]([NH:28][C:29](=[O:30])[NH:31][CH2:32][CH3:33])[cH:26][cH:27]3)[n:9][c:10]([N:14]3[CH:15]([CH2:20][CH3:21])[CH2:16][O:17][CH2:18][CH2:19]3)[c:11]2[CH2:12][CH2:13]1. Starting materials: C(C1=CC=CC=C1)N1CC(CC1)N(C(C(C(C)(C)C)NC(=O)NC1=CC(=CC=C1)C(F)(F)F)=O)C (N-(1-Benzyl-pyrrolidin-3-yl)-3,3,N-trimethyl-2-[3-(3-trifluoromethyl-phenyl)-ureido]-butyramide), B.C1CCOC1 (BH3-THF), Cl (HCl), [OH-].[Na+] (NaOH). Run in C1CCOC1 (THF). Conditions: temperature 50 celsius, time 24 hour. Yields the product N (NH3), C(C1=CC=CC=C1)N1CC(CC1)N(C)CC(C(C)(C)C)NC(=O)NC1=CC(=CC=C1)C(F)(F)F (1-(1-{[(1-Benzyl-pyrrolidin-3-yl)-methyl-amino]-methyl}-2,2-dimethyl-propyl)-3-(3-trifluoromethyl-phenyl)-urea). The yield is 56.2%. As a reaction SMILES: [CH2:1]([N:8]1[CH2:12][CH2:11][CH:10]([N:13]([CH3:35])[C:14](=O)[CH:15]([NH:20][C:21]([NH:23][C:24]2[CH:29]=[CH:28][CH:27]=[C:26]([C:30]([F:33])([F:32])[F:31])[CH:25]=2)=[O:22])[C:16]([CH3:19])([CH3:18])[CH3:17])[CH2:9]1)[C:2]1[CH:7]=[CH:6][CH:5]=[CH:4][CH:3]=1.B.C1COCC1.Cl.[OH-].[Na+]>C1COCC1>[NH3:8].[CH2:1]([N:8]1[CH2:12][CH2:11][CH:10]([N:13]([CH2:14][CH:15]([NH:20][C:21]([NH:23][C:24]2[CH:29]=[CH:28][CH:27]=[C:26]([C:30]([F:31])([F:32])[F:33])[CH:25]=2)=[O:22])[C:16]([CH3:19])([CH3:18])[CH3:17])[CH3:35])[CH2:9]1)[C:2]1[CH:3]=[CH:4][CH:5]=[CH:6][CH:7]=1 |f:1.2,4.5|. Procedure details: To a solution of 8 (55 mg, 0.112 mmol) in THF (0.51 mL) was added 1.0 M BH3-THF (340 μL, 0.340 mmol) and the reaction heated to 50° C. for 22 hours. The reaction temperature was then increased to 80° C. and the reaction allowed to continue for an additional 24 hours. After cooling to room temperature, 2 M aqueous HCl (approx. 1 mL) was added to the reaction and the solution allowed to stir for one and one half hours. Next, the solution was basified with aqueous 2 M NaOH and extracted with DCM. T... The reactants are C(C#CCC)(=O)OCC (ethyl 2-pentynoate), C([O-])([O-])=O.[K+].[K+] (potassium carbonate), ON=C(Br)Br (hydroxycarbonimidic dibromide). The solvent is ClCCl (dichloromethane), ClCCl (dichloromethane). Yields the product C(C)OC(=O)C=1C(=NOC1C)Br (3-Bromo-5-methyl-isoxazole-4-carboxylic acid ethyl ester). The yield is 114.0%. As a reaction SMILES: [C:1]([O:7][CH2:8][CH3:9])(=[O:6])[C:2]#[C:3][CH2:4]C.C(=O)([O-])[O-].[K+].[K+].[OH:16][N:17]=[C:18](Br)[Br:19]>ClCCl>[CH2:8]([O:7][C:1]([C:2]1[C:18]([Br:19])=[N:17][O:16][C:3]=1[CH3:4])=[O:6])[CH3:9] |f:1.2.3|. Reported procedure: To a solution of ethyl 2-pentynoate (16.09 mL, 138 mmol) in dichloromethane (80 mL) was added potassium carbonate (20.65 g, 147.9 mmol) and then a solution of hydroxycarbonimidic dibromide (20.0 g, 98.6 mmol) in dichloromethane (100 mL) was added. The reaction mixture was stirred at room temperature over night. The solvent was then removed and purification by filtration (silica, dichloromethane then ethyl acetate) afforded the title compound (26.3 g, 88%) as a light yellow oil. MS: m/e=234.0 [M]...